This data is from the Open Reaction Database (ORD), a public repository of structured organic reaction records. The task is: describe an organic reaction: reactants, conditions, products, and yield Starting materials: CC1=CC=C(O1)C(C1(COC1)C)N (C-(5-methylfuran-2-yl)-C-(3-methyloxetan-3-yl)methylamine), C(C)OC=1C(C(C1NC1=CC=CC=2NC(NC21)=O)=O)=O (3-ethoxy-4-(2-oxo-2,3-dihydro-1H-benzoimidazol-4-ylamino)cyclobut-3-ene-1,2-dione). Reaction conditions: temperature 65 celsius. Yields the product CC1=CC=C(O1)C(C1(COC1)C)NC=1C(C(C1NC1=CC=CC=2NC(NC21)=O)=O)=O (3-{[(5-methylfuran-2-yl)-(3-methyloxetan-3-yl)methyl]amino}-4-(2-oxo-2,3-dihydro-1H-benzoimidazol-4-ylamino)cyclobut-3-ene-1,2-dione). Isolated yield 18.0%. Reaction SMILES: [CH3:1][C:2]1[O:6][C:5]([CH:7]([NH2:13])[C:8]2([CH3:12])[CH2:11][O:10][CH2:9]2)=[CH:4][CH:3]=1.C([O:16][C:17]1[C:18](=[O:33])[C:19](=O)[C:20]=1[NH:21][C:22]1[C:30]2[NH:29][C:28](=[O:31])[NH:27][C:26]=2[CH:25]=[CH:24][CH:23]=1)C>>[CH3:1][C:2]1[O:6][C:5]([CH:7]([NH:13][C:19]2[C:18](=[O:33])[C:17](=[O:16])[C:20]=2[NH:21][C:22]2[C:30]3[NH:29][C:28](=[O:31])[NH:27][C:26]=3[CH:25]=[CH:24][CH:23]=2)[C:8]2([CH3:12])[CH2:9][O:10][CH2:11]2)=[CH:4][CH:3]=1. Procedure: 0.33 g of C-(5-methylfuran-2-yl)-C-(3-methyloxetan-3-yl)methylamine (1.80 mmol, 1.2 eq) was added to a solution of 0.41 g of 3-ethoxy-4-(2-oxo-2,3-dihydro-1H-benzoimidazol-4-ylamino)cyclobut-3-ene-1,2-dione (1.50 mmol, 1 eq). The reaction medium was heated at 65° C. for 18 hours. The methanol was evaporated off and the residue was chromatographed on silica gel, eluent 95/5 dichloromethane/methanol with 0.1% of triethylamine. The product remains stuck on the silica. The paste obtained was crystal...